Dataset: the Open Reaction Database (ORD), a public repository of structured organic reaction records. Task: describe an organic reaction: reactants, conditions, products, and yield Reactants: [Al+3], C1CCOC1, CCOC(C)=O, [H-], [H-], [H-], [H-], [Li+], CC(=O)Nc1cc(Cl)cc2nc(N3CCCNCC3)oc12, O. Product: CCNc1cc(Cl)cc2nc(N3CCCNCC3)oc12. As a reaction SMILES: [Al+3:24].[CH2:29]1[O:30][CH2:31][CH2:32][CH2:33]1.[CH3:34][CH2:35][O:36][C:37](=[O:38])[CH3:39].[H-:22].[H-:25].[H-:26].[H-:27].[Li+:23].[NH:1]([C:2](=[O:3])[CH3:4])[c:5]1[cH:6][c:7]([Cl:21])[cH:8][c:9]2[n:10][c:11]([N:14]3[CH2:15][CH2:16][NH:17][CH2:18][CH2:19][CH2:20]3)[o:12][c:13]12.[OH2:28]>>[NH:1]([CH2:2][CH3:4])[c:5]1[cH:6][c:7]([Cl:21])[cH:8][c:9]2[n:10][c:11]([N:14]3[CH2:15][CH2:16][NH:17][CH2:18][CH2:19][CH2:20]3)[o:12][c:13]12.